Dataset: the Open Reaction Database (ORD), a public repository of structured organic reaction records. Task: describe an organic reaction: reactants, conditions, products, and yield The reactants are O=C([O-])[O-], CN(C)C=O, Cc1oc(-c2ccccc2)nc1COc1ccc(CCl)cc1, [K+], [K+], O, COC(=O)CCc1ccccc1O. Yields the product COC(=O)CCc1ccccc1OCc1ccc(OCc2nc(-c3ccccc3)oc2C)cc1. Reaction SMILES: [C:36](=[O:37])([O-:38])[O-:39].[CH3:42][N:43]([CH3:44])[CH:45]=[O:46].[Cl:1][CH2:2][c:3]1[cH:4][cH:5][c:6]([O:7][CH2:8][c:9]2[n:10][c:11](-[c:15]3[cH:16][cH:17][cH:18][cH:19][cH:20]3)[o:12][c:13]2[CH3:14])[cH:21][cH:22]1.[K+:40].[K+:41].[OH2:47].[OH:23][c:24]1[c:25]([CH2:30][CH2:31][C:32](=[O:33])[O:34][CH3:35])[cH:26][cH:27][cH:28][cH:29]1>>[CH2:2]([c:3]1[cH:4][cH:5][c:6]([O:7][CH2:8][c:9]2[n:10][c:11](-[c:15]3[cH:16][cH:17][cH:18][cH:19][cH:20]3)[o:12][c:13]2[CH3:14])[cH:21][cH:22]1)[O:23][c:24]1[c:25]([CH2:30][CH2:31][C:32](=[O:33])[O:34][CH3:35])[cH:26][cH:27][cH:28][cH:29]1. Starting materials: C(C)NC(=O)C1=NN(C(=C1)C=1SC(=CC1)C1=CC(=CC=C1)S(=O)(=O)C)C1=C(C=CC=C1)Cl (1-(2-Chloro-phenyl)-5-[5-(3-methanesulfonyl-phenyl)-thiophen-2-yl]-1H-pyrazole-3-carboxylic acid ethylamide), COC=1C=CC(=CC1)P2(=S)SP(=S)(S2)C=3C=CC(=CC3)OC (Lawesson's reagent), C1(=CC=CC=C1)C (toluene), C1=CC=CC=C1 (benzene). Solvent: CCOCC (Et2O). Yields the product C(C)NC(=S)C1=NN(C(=C1)C=1SC(=CC1)C1=CC(=CC=C1)S(=O)(=O)C)C1=C(C=CC=C1)Cl (1-(2-Chloro-phenyl)-5-[5-(3-methanesulfonyl-phenyl)-thiophen-2-yl]-1H-pyrazole-3-carbothioic acid ethylamide). Yield: 37.7%. As a reaction SMILES: [CH2:1]([NH:3][C:4]([C:6]1[CH:10]=[C:9]([C:11]2[S:12][C:13]([C:16]3[CH:21]=[CH:20][CH:19]=[C:18]([S:22]([CH3:25])(=[O:24])=[O:23])[CH:17]=3)=[CH:14][CH:15]=2)[N:8]([C:26]2[CH:31]=[CH:30][CH:29]=[CH:28][C:27]=2[Cl:32])[N:7]=1)=O)[CH3:2].COC1C=CC(P2(SP(C3C=CC(OC)=CC=3)(=S)S2)=[S:42])=CC=1.C1(C)C=CC=CC=1.C1C=CC=CC=1>CCOCC>[CH2:1]([NH:3][C:4]([C:6]1[CH:10]=[C:9]([C:11]2[S:12][C:13]([C:16]3[CH:21]=[CH:20][CH:19]=[C:18]([S:22]([CH3:25])(=[O:24])=[O:23])[CH:17]=3)=[CH:14][CH:15]=2)[N:8]([C:26]2[CH:31]=[CH:30][CH:29]=[CH:28][C:27]=2[Cl:32])[N:7]=1)=[S:42])[CH3:2]. Reported procedure: To a dry, N2 purged 50 mL round bottom flask attached with condenser was added 1-(2-Chloro-phenyl)-5-[5-(3-methanesulfonyl-phenyl)-thiophen-2-yl]-1H-pyrazole-3-carboxylic acid ethylamide (100 mg, 206 μmol), Lawesson's reagent (200 mg, 494 μmol), and anhydrous toluene (8 mL). The reaction solution was allowed to stir at reflux for 14 hrs. The reaction solution was allowed to cool to room temperature prior to addition of a 1:1 mixture of benzene and Et2O. The resulting precipitate was removed by v... The reactants are O=C(OO)c1cccc(Cl)c1, ClCCl, [Na+], [Na+], O=S([O-])OS(=O)[O-], c1ccc(Sc2ccc(Nc3nccs3)nc2)cc1. Product: O=S(c1ccccc1)c1ccc(Nc2nccs2)nc1. Reaction SMILES: [Cl:20][c:21]1[cH:22][cH:23][cH:24][c:25]([C:26]([O:27][OH:29])=[O:28])[cH:30]1.[Cl:40][CH2:41][Cl:42].[Na+:38].[Na+:39].[S:31]([O:32][S:33]([O-:34])=[O:35])([O-:36])=[O:37].[c:1]1([S:7][c:8]2[cH:9][cH:10][c:11]([NH:14][c:15]3[s:16][cH:17][cH:18][n:19]3)[n:12][cH:13]2)[cH:2][cH:3][cH:4][cH:5][cH:6]1>>[c:1]1([S:7]([c:8]2[cH:9][cH:10][c:11]([NH:14][c:15]3[s:16][cH:17][cH:18][n:19]3)[n:12][cH:13]2)=[O:28])[cH:2][cH:3][cH:4][cH:5][cH:6]1. Yields the product C(C)C=1C=C(C(=NC1C)OC)NC(=O)N1CCN(CC1)C1=C(C=CC(=C1)Br)Br (1-[(5-ethyl-2-methoxy-6-methylpyridin-3-yl)aminocarbonyl]-4-(2,5-dibromophenyl)piperazine). The yield is 66.0%. Reaction SMILES: C1(O[C:8](=[O:21])[NH:9][C:10]2[C:11]([O:19][CH3:20])=[N:12][C:13]([CH3:18])=[C:14]([CH2:16][CH3:17])[CH:15]=2)C=CC=CC=1.[Br:22][C:23]1[CH:28]=[CH:27][C:26]([Br:29])=[CH:25][C:24]=1[N:30]1[CH2:35][CH2:34][NH:33][CH2:32][CH2:31]1>>[CH2:16]([C:14]1[CH:15]=[C:10]([NH:9][C:8]([N:33]2[CH2:32][CH2:31][N:30]([C:24]3[CH:25]=[C:26]([Br:29])[CH:27]=[CH:28][C:23]=3[Br:22])[CH2:35][CH2:34]2)=[O:21])[C:11]([O:19][CH3:20])=[N:12][C:13]=1[CH3:18])[CH3:17]. Procedure details: Phenyl-N-(5-ethyl-2-methoxy-6-methylpyridin-3-yl)carbamate and 1-(2,5-dibromophenyl)piperazine were reacted by the same way with the example 1 to obtain the titled compound. Reactants: C1(=CC=CC=C1)OC(NC=1C(=NC(=C(C1)CC)C)OC)=O (Phenyl-N-(5-ethyl-2-methoxy-6-methylpyridin-3-yl)carbamate), BrC1=C(C=C(C=C1)Br)N1CCNCC1 (1-(2,5-dibromophenyl)piperazine). Run at temperature 50 celsius. RXN SMILES: Br[CH2:2][CH2:3][CH2:4][N:5]1[C:13]2[C:8](=[CH:9][C:10]([F:14])=[CH:11][CH:12]=2)[C:7]([N:15]2[C:19]([C:20]3[C:28]4[C:23](=[CH:24][CH:25]=[C:26]([F:29])[CH:27]=4)[N:22]([CH3:30])[CH:21]=3)=[N:18][NH:17][C:16]2=[O:31])=[CH:6]1.[C-:32]#[N:33].[K+]>CN(C=O)C>[F:14][C:10]1[CH:9]=[C:8]2[C:13](=[CH:12][CH:11]=1)[N:5]([CH2:4][CH2:3][CH2:2][C:32]#[N:33])[CH:6]=[C:7]2[N:15]1[C:16](=[O:31])[NH:17][N:18]=[C:19]1[C:20]1[C:28]2[C:23](=[CH:24][CH:25]=[C:26]([F:29])[CH:27]=2)[N:22]([CH3:30])[CH:21]=1 |f:1.2|. The yield is 60.1%. Product: FC=1C=C2C(=CN(C2=CC1)CCCC#N)N1C(=NNC1=O)C1=CN(C2=CC=C(C=C12)F)C (4-{5-Fluoro-3-[3-(5-fluoro-1-methyl-indol-3-yl)-5-oxo-1,5-dihydro-4H-1,2,4-triazol-4-yl]-indol-1-yl}butanenitrile). Procedure: To a solution of the product from Example 18 (0.86 g, 1.77 mmol) in dry DMF (25 mL) was added potassium cyanide (0.18 g, 2.77 mmol) and the mixture was stirred and heated at 50° C. overnight under nitrogen. The solvent was evaporated, and the residue was distributed between ethyl acetate and water. The water phase was extracted twice with ethyl acetate, and the combined organic phases were washed with water and dried. After evaporation the crude product was chromatographed on silica gel (EtOAc) ... The reactants are BrCCCN1C=C(C2=CC(=CC=C12)F)N1C(NN=C1C1=CN(C2=CC=C(C=C12)F)C)=O (4-[1-(3-Bromopropyl)-5-fluoro-indol-3-yl]-5-(5-fluoro-1-methyl-indol-3-yl)-2,4-dihydro-[1,2,4]triazol-3-one), [C-]#N.[K+] (potassium cyanide). The solvent is CN(C)C=O (DMF).